Task: describe an organic reaction: reactants, conditions, products, and yield. Dataset: the Open Reaction Database (ORD), a public repository of structured organic reaction records Starting materials: C1CCOC1, Nc1nccn2c(C3CCC(CO)CC3)nc(-c3cccc(OCc4ccccc4)c3)c12, O=C1NC(=O)c2ccccc21, CC(C)OC(=O)N=NC(=O)OC(C)C, c1ccc(P(c2ccccc2)c2ccccc2)cc1. Product: Nc1nccn2c(C3CCC(CN4C(=O)c5ccccc5C4=O)CC3)nc(-c3cccc(OCc4ccccc4)c3)c12. As a reaction SMILES: [CH2:77]1[O:78][CH2:79][CH2:80][CH2:81]1.[NH2:1][c:2]1[c:3]2[n:4]([cH:5][cH:6][n:7]1)[c:8]([CH:25]1[CH2:26][CH2:27][CH:28]([CH2:31][OH:32])[CH2:29][CH2:30]1)[n:9][c:10]2-[c:11]1[cH:12][c:13]([O:17][CH2:18][c:19]2[cH:20][cH:21][cH:22][cH:23][cH:24]2)[cH:14][cH:15][cH:16]1.[O:33]=[C:34]1[NH:35][C:36](=[O:37])[c:38]2[cH:39][cH:40][cH:41][cH:42][c:43]21.[O:63]=[C:64]([O:65][CH:66]([CH3:67])[CH3:68])[N:69]=[N:70][C:71]([O:72][CH:73]([CH3:74])[CH3:75])=[O:76].[c:44]1([P:45]([c:46]2[cH:47][cH:48][cH:49][cH:50][cH:51]2)[c:52]2[cH:53][cH:54][cH:55][cH:56][cH:57]2)[cH:58][cH:59][cH:60][cH:61][cH:62]1>>[NH2:1][c:2]1[c:3]2[n:4]([cH:5][cH:6][n:7]1)[c:8]([CH:25]1[CH2:26][CH2:27][CH:28]([CH2:31][N:35]3[C:34](=[O:33])[c:43]4[c:38]([cH:39][cH:40][cH:41][cH:42]4)[C:36]3=[O:37])[CH2:29][CH2:30]1)[n:9][c:10]2-[c:11]1[cH:12][c:13]([O:17][CH2:18][c:19]2[cH:20][cH:21][cH:22][cH:23][cH:24]2)[cH:14][cH:15][cH:16]1. Reactants: FC1=CC=C(C=C1)N1C=C(C(C2=CC(=C(C(=C12)F)F)F)=O)C(=O)O (1-(4-fluorophenyl)-6,7,8-trifluoro-1,4-dihydro-4-oxoquinoline-3-carboxylic acid), BrC=1C=C2CNCC2=CC1 (5- bromoisoindoline). The solvent is CN(C)C=O (DMF). Yields the product BrC=1C=C2CN(CC2=CC1)C1=C(C=C2C(C(=CN(C2=C1F)C1=CC=C(C=C1)F)C(=O)O)=O)F (7-(5-bromo-2-isoindolinyl)-1-(4-fluorophenyl)-6,8-difluoro-1,4-dihydro-4-oxoquinoline-3-carboxylic acid). Yield: 55.4%. As a reaction SMILES: [F:1][C:2]1[CH:7]=[CH:6][C:5]([N:8]2[C:17]3[C:12](=[CH:13][C:14]([F:20])=[C:15](F)[C:16]=3[F:18])[C:11](=[O:21])[C:10]([C:22]([OH:24])=[O:23])=[CH:9]2)=[CH:4][CH:3]=1.[Br:25][C:26]1[CH:27]=[C:28]2[C:32](=[CH:33][CH:34]=1)[CH2:31][NH:30][CH2:29]2>CN(C=O)C>[Br:25][C:26]1[CH:27]=[C:28]2[C:32](=[CH:33][CH:34]=1)[CH2:31][N:30]([C:15]1[C:16]([F:18])=[C:17]3[C:12]([C:11](=[O:21])[C:10]([C:22]([OH:24])=[O:23])=[CH:9][N:8]3[C:5]3[CH:4]=[CH:3][C:2]([F:1])=[CH:7][CH:6]=3)=[CH:13][C:14]=1[F:20])[CH2:29]2. Procedure: 170 mg of 1-(4-fluorophenyl)-6,7,8-trifluoro-1,4-dihydro-4-oxoquinoline-3-carboxylic acid, 300 mg of 5- bromoisoindoline, and 1.5 ml of anhydrous DMF were processed in the same manner as in Example 20 to produce 144 mg of the target compound. Reactants: ClC1=NC(=C2NC=NC2=N1)NCC1=CC(=CC=C1)I (2-chloro-N6 -(3-iodobenzyl)adenine), S(=O)(=O)([O-])[O-].[NH4+].[NH4+] (ammonium sulfate), C[Si](C)(C)N[Si](C)(C)C (HMDS), CC(=O)O[C@H]1C([C@H]([C@H](O1)COC(=O)C2=CC=CC=C2)OC(=O)C3=CC=CC=C3)OC(=O)C4=CC=CC=C4 (1-O-acetyl-2,3,5-tri-O-benzoyl-β-D-ribofuranoside), [Si](C)(C)(C)OS(=O)(=O)C(F)(F)F (TMSOTf). Run in ClC(C)Cl (dichloroethane). Reaction conditions: time 20 minute. Yields the product ClC1=NC(=C2N=CN(C2=N1)[C@H]1[C@H](OC(C2=CC=CC=C2)=O)[C@H](OC(C2=CC=CC=C2)=O)[C@H](O1)COC(C1=CC=CC=C1)=O)NCC1=CC(=CC=C1)I (2-chloro-N6 -(3-iodobenzyl)-9-[2,3,5-tri-O-benzoyl-β-D-ribofuranosyl]-adenine). Isolated yield 91.0%. Reaction SMILES: [Cl:1][C:2]1[N:10]=[C:9]2[C:5]([NH:6][CH:7]=[N:8]2)=[C:4]([NH:11][CH2:12][C:13]2[CH:18]=[CH:17][CH:16]=[C:15]([I:19])[CH:14]=2)[N:3]=1.S([O-])([O-])(=O)=O.[NH4+].[NH4+].C[Si](N[Si](C)(C)C)(C)C.CC(O[C@@H:40]1[O:44][C@H:43]([CH2:45][O:46][C:47]([C:49]2[CH:54]=[CH:53][CH:52]=[CH:51][CH:50]=2)=[O:48])[C@H:42]([O:55][C:56]([C:58]2[CH:63]=[CH:62][CH:61]=[CH:60][CH:59]=2)=[O:57])[CH:41]1[O:64][C:65]([C:67]1[CH:72]=[CH:71][CH:70]=[CH:69][CH:68]=1)=[O:66])=O.[Si](OS(C(F)(F)F)(=O)=O)(C)(C)C>ClC(Cl)C>[Cl:1][C:2]1[N:10]=[C:9]2[C:5]([N:6]=[CH:7][N:8]2[C@@H:40]2[O:44][C@H:43]([CH2:45][O:46][C:47](=[O:48])[C:49]3[CH:54]=[CH:53][CH:52]=[CH:51][CH:50]=3)[C@@H:42]([O:55][C:56](=[O:57])[C:58]3[CH:63]=[CH:62][CH:61]=[CH:60][CH:59]=3)[C@H:41]2[O:64][C:65](=[O:66])[C:67]2[CH:68]=[CH:69][CH:70]=[CH:71][CH:72]=2)=[C:4]([NH:11][CH2:12][C:13]2[CH:18]=[CH:17][CH:16]=[C:15]([I:19])[CH:14]=2)[N:3]=1 |f:1.2.3|. Procedure: A mixture of 2-chloro-N6 -(3-iodobenzyl)adenine (0.84 g, 2.18 mmol), ammonium sulfate (catalytic amount), and HMDS (20 ml) was refluxed for 5 h under nitrogen to provide the silylated derivative. The clear solution was concentrated to dryness in vacuo with exclusion of moisture and the residue was dissolved in dry dichloroethane (6 ml). A solution of 1-O-acetyl-2,3,5-tri-O-benzoyl-β-D-ribofuranoside (Janssen Chimica Chemical Co., 1 g, 1.98 mmol) in dry dichloroethane (12 ml) and TMSOTf (0.42 ml,... Reactants: C#N.[B].[Na] (sodium boron cyanohydride), Cl.O1CCOCC1 (hydrochloric acid dioxane), Cl.O1CCOCC1 (hydrochloric acid dioxane), C(=O)C=1N2C(SC1)=CN=C2 (3-formylimidazo[5,1-b]thiazole), NCCO (2-aminoethanol). Solvent: CO (methanol). Reaction conditions: time 30 minute. Product: OCCNCC=1N2C(SC1)=CN=C2 (3-[N-(2-hydroxyethyl)amino]methylimidazo[5,1-b]thiazole). Reaction SMILES: Cl.O1CCOCC1.[CH:8]([C:10]1[N:11]2[CH:17]=[N:16][CH:15]=[C:12]2[S:13][CH:14]=1)=O.[NH2:18][CH2:19][CH2:20][OH:21].C#N.[B].[Na]>CO>[OH:21][CH2:20][CH2:19][NH:18][CH2:8][C:10]1[N:11]2[CH:17]=[N:16][CH:15]=[C:12]2[S:13][CH:14]=1 |f:0.1,4.5.6,^1:24|. Reported procedure: A 0.25 ml potion of a 4N hydrochloric acid/dioxane solution and 76 mg of 3-formylimidazo[5,1-b]thiazole were added to 2 ml of a methanol solution containing 0.181 ml of 2-aminoethanol, and the mixture was stirred at room temperature for 30 minutes. Then, 42 mg of sodium boron cyanohydride was added thereto, and the mixture was then stirred at room temperature for 3 hours. Afterward, 0.25 ml of a 4N hydrochloric acid/dioxane solution was added thereto, followed by stirring at room temperature for... Reactants: CCCCCc1ccc(C(=O)O)cc1, Cc1ccccc1, O=S(Cl)Cl, c1ccncc1. The product is CCCCCc1ccc(C(=O)Cl)cc1. RXN SMILES: [CH2:1]([CH2:2][CH2:3][CH2:4][CH3:5])[c:6]1[cH:7][cH:8][c:9]([C:10](=[O:11])[OH:12])[cH:13][cH:14]1.[CH3:25][c:26]1[cH:27][cH:28][cH:29][cH:30][cH:31]1.[S:15]([Cl:16])([Cl:17])=[O:18].[cH:19]1[cH:20][cH:21][n:22][cH:23][cH:24]1>>[CH2:1]([CH2:2][CH2:3][CH2:4][CH3:5])[c:6]1[cH:7][cH:8][c:9]([C:10](=[O:11])[Cl:17])[cH:13][cH:14]1. Reactants: OCCCCCCCCCCCCCCN1C(C=2C(C1=O)=CC=CC2)=O (N-(14-hydroxytetradecyl)phthalimide), O.NN (hydrazine monohydrate). Product: NCCCCCCCCCCCCCCO (14-Aminotetradecanol). The solvent is CO (methanol). As a reaction SMILES: [OH:1][CH2:2][CH2:3][CH2:4][CH2:5][CH2:6][CH2:7][CH2:8][CH2:9][CH2:10][CH2:11][CH2:12][CH2:13][CH2:14][CH2:15][N:16]1C(=O)C2=CC=CC=C2C1=O.O.NN>CO>[NH2:16][CH2:15][CH2:14][CH2:13][CH2:12][CH2:11][CH2:10][CH2:9][CH2:8][CH2:7][CH2:6][CH2:5][CH2:4][CH2:3][CH2:2][OH:1] |f:1.2|. Reported procedure: To a suspension of N-(14-hydroxytetradecyl)phthalimide in 100 ml of methanol was added 0.87 g of hydrazine monohydrate and the mixture was heated under reflux for 3 hours. The reaction solution was distilled under reduced pressure and the residue was diluted with a 1N aqueous solution of sodium hydroxide and then extracted twice with chloroform. The organic layers were combined, washed with a saturated aqueous solution of sodium chloride, dried over anhydrous sodium sulfate and then distilled un... Reactants: CCO, [Na+], [OH-], CCOC(=O)c1cc2c3c(c1)C(c1ccccc1)CCN3CCC2c1ccccc1. Product: O=C(O)c1cc2c3c(c1)C(c1ccccc1)CCN3CCC2c1ccccc1. Reaction SMILES: [CH3:33][CH2:34][OH:35].[Na+:32].[OH-:31].[c:1]1([CH:7]2[CH2:8][CH2:9][N:10]3[c:11]4[c:12]([cH:13][c:14]([C:17](=[O:18])[O:19][CH2:20][CH3:21])[cH:15][c:16]42)[CH:22]([c:25]2[cH:26][cH:27][cH:28][cH:29][cH:30]2)[CH2:23][CH2:24]3)[cH:2][cH:3][cH:4][cH:5][cH:6]1>>[c:1]1([CH:7]2[CH2:8][CH2:9][N:10]3[c:11]4[c:12]([cH:13][c:14]([C:17](=[O:18])[OH:19])[cH:15][c:16]42)[CH:22]([c:25]2[cH:26][cH:27][cH:28][cH:29][cH:30]2)[CH2:23][CH2:24]3)[cH:2][cH:3][cH:4][cH:5][cH:6]1.